The task is: describe an organic reaction: reactants, conditions, products, and yield. This data is from the Open Reaction Database (ORD), a public repository of structured organic reaction records. The product is CNC(=O)C=1N=CC=2NC3=CC=CC=C3C2C1 (β-carbolin-3-carboxylic acid N-methylamide). Reactants: COC(=O)C=1N=CC=2NC3=CC=CC=C3C2C1 (β-carbolin-3-carboxylic acid methyl ester), CN (methylamine). Reported procedure: 12 g of β-carbolin-3-carboxylic acid methyl ester is suspended in 130 ml of methanol; 130 ml of 40% aqueous methylamine is added thereto and the whole is boiled at reflux for 2 hours. After cooling, the mixture is suction-filtered. By extraction with 300 ml of hot methanol and crystallization from dimethylformamide/hexane, the β-carbolin-3-carboxylic acid N-methylamide of melting point 264°-266° C. is isolated from the filter residue in 43% yield. Reaction SMILES: CO[C:3]([C:5]1[N:6]=[CH:7][C:8]2[NH:9][C:10]3[C:15]([C:16]=2[CH:17]=1)=[CH:14][CH:13]=[CH:12][CH:11]=3)=[O:4].[CH3:18][NH2:19]>CO>[CH3:18][NH:19][C:3]([C:5]1[N:6]=[CH:7][C:8]2[NH:9][C:10]3[C:15]([C:16]=2[CH:17]=1)=[CH:14][CH:13]=[CH:12][CH:11]=3)=[O:4]. The solvent is CO (methanol). The yield is 43.0%. Reaction SMILES: [N+]([O-])([O-])=O.[Ca+2:5].[N+]([O-])([O-])=O.[P:10]([O-:14])([O-:13])([OH:12])=[O:11].[NH4+].[NH4+].N>>[P:10]([O-:14])([O-:13])([O-:12])=[O:11].[Ca+2:5].[Ca+2:5].[Ca+2:5].[P:10]([O-:14])([O-:13])([O-:12])=[O:11] |f:0.1.2,3.4.5,7.8.9.10.11|. Reactants: aqueous solution, [N+](=O)([O-])[O-].[Ca+2].[N+](=O)([O-])[O-] (calcium nitrate), aqueous solution, P(=O)(O)([O-])[O-].[NH4+].[NH4+] (ammonium hydrogen phosphate), N (ammonia). The product is P(=O)([O-])([O-])[O-].[Ca+2].[Ca+2].[Ca+2].P(=O)([O-])([O-])[O-] (tricalcium phosphate). Procedure: The reaction of 3 l of 0.5 mol/l aqueous solution of calcium nitrate [Ca(NO3)2 ] with 2 l of 0.5 mol/l aqueous solution of ammonium hydrogen phosphate [(NH4)2HPO4 ] was carried out by mixing them under nitrogen gas stream at a temperature equal to or less than 5° C., while adjusting pH to 11 by the addition of aqueous ammonia to the solution. Starting materials: ClC=1C(=NC=CC1)N1N=C(C(=C1)C=O)C(=O)OCC (ethyl 1-(3-chloro-2-pyridyl)-4-formyl-pyrazole-3-carboxylate), CB1OB(OB(O1)C)C (trimethylboroxine), C([O-])([O-])=O.[K+].[K+] (potassium carbonate). Reagents/catalysts: C1(=CC=CC=C1)P(C1=CC=CC=C1)C1=CC=CC=C1.[Pd] (palladium triphenylphosphine). The solvent is O1CCOCC1 (dioxane), O (water). Conditions: temperature 110 celsius, time 16 hour. Product: CC=1C(=NC=CC1)N1N=C(C(=C1)C=O)C(=O)OCC (Ethyl 1-(3-methyl-2-pyridyl)-4-formyl-pyrazole-3-carboxylate). The yield is 13.2%. RXN SMILES: Cl[C:2]1[C:3]([N:8]2[CH:12]=[C:11]([CH:13]=[O:14])[C:10]([C:15]([O:17][CH2:18][CH3:19])=[O:16])=[N:9]2)=[N:4][CH:5]=[CH:6][CH:7]=1.[CH3:20]B1OB(C)OB(C)O1.C(=O)([O-])[O-].[K+].[K+]>O1CCOCC1.O.C1(P(C2C=CC=CC=2)C2C=CC=CC=2)C=CC=CC=1.[Pd]>[CH3:20][C:2]1[C:3]([N:8]2[CH:12]=[C:11]([CH:13]=[O:14])[C:10]([C:15]([O:17][CH2:18][CH3:19])=[O:16])=[N:9]2)=[N:4][CH:5]=[CH:6][CH:7]=1 |f:2.3.4,7.8|. Procedure: A mixture of ethyl 1-(3-chloro-2-pyridyl)-4-formyl-pyrazole-3-carboxylate (1.0 g, 3.5 mmol), trimethylboroxine (0.44 g, 3.50 mmol) and potassium carbonate (1.4 g, 10.1 mmol) in dioxane (18 mL) and water (2 mL) is degassed with nitrogen gas for 10 min and then palladium triphenylphosphine (0.40 g, 0.3 mmol) is added and stirred at 110° C. for 16 h. After completion, the reaction mixture is partitioned between dichloromethane (50 mL) and water (25 mL). The aqueous layer is extracted with dichlorom... Reactants: FC(C=1C=C(C=C(C1)C(F)(F)F)N1C(CC(C1)C(=O)Cl)=O)(F)F (1-(3,5-bis-trifluoromethylphenyl)-2-oxo-pyrrolidine-4-carboxylic acid chloride), C(CC)N (N-n-propylamine). Solvent: C1=CC=CC=C1 (benzene). The product is C(CC)NC(=O)C1CC(N(C1)C1=CC(=CC(=C1)C(F)(F)F)C(F)(F)F)=O (1-(3,5-bis-trifluoromethylphenyl)-2-oxo-pyrrolidine-4-carboxylic acid-N-n-propylamide). Isolated yield 81.1%. RXN SMILES: [F:1][C:2]([F:23])([F:22])[C:3]1[CH:4]=[C:5]([N:13]2[CH2:17][CH:16]([C:18](Cl)=[O:19])[CH2:15][C:14]2=[O:21])[CH:6]=[C:7]([C:9]([F:12])([F:11])[F:10])[CH:8]=1.[CH2:24]([NH2:27])[CH2:25][CH3:26]>C1C=CC=CC=1>[CH2:24]([NH:27][C:18]([CH:16]1[CH2:17][N:13]([C:5]2[CH:4]=[C:3]([C:2]([F:23])([F:22])[F:1])[CH:8]=[C:7]([C:9]([F:12])([F:11])[F:10])[CH:6]=2)[C:14](=[O:21])[CH2:15]1)=[O:19])[CH2:25][CH3:26]. Procedure details: 3.59 g (0.01 mole) of the 1-(3,5-bis-trifluoromethylphenyl)-2-oxo-pyrrolidine-4-carboxylic acid chloride, produced according to Example 4, paragraph 1, is dissolved in 400 ml of benzene, and 1.2 g (0.02 mole) of N-n-propylamine is added to the solution. After subsequent processing as described in Example 4 there is obtained 3.1 g (81% of theory) of 1-(3,5-bis-trifluoromethylphenyl)-2-oxo-pyrrolidine-4-carboxylic acid-N-n-propylamide; m.p. 152.5° - 154° C. Analysis for C16H16F6N2O2 (molar weight ... Reactants: 11.1, [OH-].[K+] (potassium hydroxide), O (water), 31.8, C1(=CC=CC=C1)COC(=O)N1CCC(CC1)CCC(=O)OCC (ethyl 1-[(phenylmethoxy)carbonyl]-4-piperidinepropanoate). Solvent: C(C)O (ethanol). Conditions: time 8 hour. Product: 29, C1(=CC=CC=C1)COC(=O)N1CCC(CC1)CCC(=O)O (1-[(phenylmethoxy)carbonyl]-4-piperidinepropanoic acid). Yield: 100.0%. As a reaction SMILES: [OH-].[K+].O.[C:4]1([CH2:10][O:11][C:12]([N:14]2[CH2:19][CH2:18][CH:17]([CH2:20][CH2:21][C:22]([O:24]CC)=[O:23])[CH2:16][CH2:15]2)=[O:13])[CH:9]=[CH:8][CH:7]=[CH:6][CH:5]=1>C(O)C>[C:4]1([CH2:10][O:11][C:12]([N:14]2[CH2:15][CH2:16][CH:17]([CH2:20][CH2:21][C:22]([OH:24])=[O:23])[CH2:18][CH2:19]2)=[O:13])[CH:9]=[CH:8][CH:7]=[CH:6][CH:5]=1 |f:0.1|. Procedure: To a stirred and cooled (15° C.) mixture of 11.1 parts of potassium hydroxide and 96 parts of water wa added dropwise a solution of 31.8 parts of ethyl 1-[(phenylmethoxy)carbonyl]-4-piperidinepropanoate in 38 parts of ethanol during 20 minutes. Upon complete addition, stirring was continued overnight at room temperature. The reaction mixture was evaporated at <50° C. The reaction mixture was poured into crushed ice and treated with concentrated hydrochloric acid. The separated aqueous layer was ... Starting materials: ClC=1C=C(C=CC1)S(=O)(=O)C(=COCC)S(=O)(=O)C1=CC=CC=C1 (1-(3-chlorophenylsulphonyl)-2-ethoxy-1-phenylsulphonylethene), NC1=NC=C(C=C1)Br (2-amino-5-bromopyridine). The solvent is CC(=O)N(C)C (dimethylacetamide). The product is BrC=1C=CC(=NC1)NC=C(S(=O)(=O)C1=CC=CC=C1)S(=O)(=O)C1=CC(=CC=C1)Cl (2-(5-bromopyrid-2-ylamino)-1-(3-chloropheylsulphonyl)-1-phenylsulphonylethene). Isolated yield 60.1%. Reaction SMILES: [Cl:1][C:2]1[CH:3]=[C:4]([S:8]([C:11]([S:16]([C:19]2[CH:24]=[CH:23][CH:22]=[CH:21][CH:20]=2)(=[O:18])=[O:17])=[CH:12]OCC)(=[O:10])=[O:9])[CH:5]=[CH:6][CH:7]=1.[NH2:25][C:26]1[CH:31]=[CH:30][C:29]([Br:32])=[CH:28][N:27]=1>CC(N(C)C)=O>[Br:32][C:29]1[CH:30]=[CH:31][C:26]([NH:25][CH:12]=[C:11]([S:8]([C:4]2[CH:5]=[CH:6][CH:7]=[C:2]([Cl:1])[CH:3]=2)(=[O:10])=[O:9])[S:16]([C:19]2[CH:20]=[CH:21][CH:22]=[CH:23][CH:24]=2)(=[O:17])=[O:18])=[N:27][CH:28]=1. Reported procedure: A solution of 1-(3-chlorophenylsulphonyl)-2-ethoxy-1-phenylsulphonylethene (3.13 g) and 2-amino-5-bromopyridine (1.4 g) in dimethylacetamide (20 ml) was heated at reflux for 3.5 hours. The solution was cooled and poured onto ice (200 g), and the resulting pale yellow solid was filtered off and recrystallised from aqueous ehtaol (95% v/v), to give 2-(5-bromopyrid-2-ylamino)-1-(3-chloropheylsulphonyl)-1-phenylsulphonylethene (2.5 g), m.p. 170°-172° C. Reactants: Fc1nccc(Br)c1I, C1CCOC1, NN. The product is NNc1nccc(Br)c1I. Reaction SMILES: [Br:1][c:2]1[c:3]([I:9])[c:4]([F:8])[n:5][cH:6][cH:7]1.[CH2:12]1[O:13][CH2:14][CH2:15][CH2:16]1.[NH2:10][NH2:11]>>[Br:1][c:2]1[c:3]([I:9])[c:4]([NH:10][NH2:11])[n:5][cH:6][cH:7]1.